This data is from the Open Reaction Database (ORD), a public repository of structured organic reaction records. The task is: describe an organic reaction: reactants, conditions, products, and yield The reactants are Nc1cnc(Br)cn1, O=C([O-])[O-], C1COCCO1, CO, ClCCl, CSc1ccc(B(O)O)c(F)c1, [Na+], [Na+], O, c1ccc(P(c2ccccc2)(c2ccccc2)[Pd](P(c2ccccc2)(c2ccccc2)c2ccccc2)(P(c2ccccc2)(c2ccccc2)c2ccccc2)P(c2ccccc2)(c2ccccc2)c2ccccc2)cc1. RXN SMILES: [Br:13][c:14]1[n:15][cH:16][c:17]([NH2:20])[n:18][cH:19]1.[C:21](=[O:22])([O-:23])[O-:24].[CH2:27]1[O:28][CH2:29][CH2:30][O:31][CH2:32]1.[CH3:114][OH:115].[Cl:110][CH2:111][Cl:112].[F:1][c:2]1[c:3]([B:10]([OH:11])[OH:12])[cH:4][cH:5][c:6]([S:8][CH3:9])[cH:7]1.[Na+:25].[Na+:26].[OH2:113].[cH:33]1[cH:34][cH:35][c:36]([P:37]([Pd:38]([P:39]([c:40]2[cH:41][cH:42][cH:43][cH:44][cH:45]2)([c:46]2[cH:47][cH:48][cH:49][cH:50][cH:51]2)[c:52]2[cH:53][cH:54][cH:55][cH:56][cH:57]2)([P:58]([c:59]2[cH:60][cH:61][cH:62][cH:63][cH:64]2)([c:65]2[cH:66][cH:67][cH:68][cH:69][cH:70]2)[c:71]2[cH:72][cH:73][cH:74][cH:75][cH:76]2)[P:77]([c:78]2[cH:79][cH:80][cH:81][cH:82][cH:83]2)([c:84]2[cH:85][cH:86][cH:87][cH:88][cH:89]2)[c:90]2[cH:91][cH:92][cH:93][cH:94][cH:95]2)([c:96]2[cH:97][cH:98][cH:99][cH:100][cH:101]2)[c:102]2[cH:103][cH:104][cH:105][cH:106][cH:107]2)[cH:108][cH:109]1>>[F:1][c:2]1[c:3](-[c:14]2[n:15][cH:16][c:17]([NH2:20])[n:18][cH:19]2)[cH:4][cH:5][c:6]([S:8][CH3:9])[cH:7]1. Product: CSc1ccc(-c2cnc(N)cn2)c(F)c1.